This data is from the Open Reaction Database (ORD), a public repository of structured organic reaction records. The task is: describe an organic reaction: reactants, conditions, products, and yield The reactants are [N+](=O)([O-])C1=CC=C(C=C1)C=1N=C2N(C=CC=C2)C1 (2-(4-Nitro-phenyl)-imidazo[1,2-a]pyridine). The reagents and catalysts are [Ni] (Raney-Nickel). The solvent is C(C)O (ethanol), C(C)(=O)OCC (ethyl acetate). Yields the product N=1C(=CN2C1C=CC=C2)C2=CC=C(C=C2)N (4-(Imidazo[1,2-a]pyridin-2-yl)-phenylamine). RXN SMILES: [N+:1]([C:4]1[CH:9]=[CH:8][C:7]([C:10]2[N:11]=[C:12]3[CH:17]=[CH:16][CH:15]=[CH:14][N:13]3[CH:18]=2)=[CH:6][CH:5]=1)([O-])=O>C(O)C.C(OCC)(=O)C.[Ni]>[N:11]1[C:10]([C:7]2[CH:8]=[CH:9][C:4]([NH2:1])=[CH:5][CH:6]=2)=[CH:18][N:13]2[CH:14]=[CH:15][CH:16]=[CH:17][C:12]=12. Reported procedure: 4.50 g (18.8 mmol) 2-(4-Nitro-phenyl)-imidazo[1,2-a]pyridine and 0.45 g Raney-Nickel are stirred at RT under hydrogen (50 psi) in 50 mL ethanol and 50 mL ethyl acetate. The mixture is filtered and the solvent is evaporated. Reactants: C1CSCCN1, COc1cc2c(=O)[nH]cnc2cc1OCCCCl, CO, CCC(C)O. Yields the product COc1cc2c(=O)[nH]cnc2cc1OCCCN1CCSCC1. Reaction SMILES: [CH2:19]1[CH2:20][S:21][CH2:22][CH2:23][NH:24]1.[CH3:1][O:2][c:3]1[cH:4][c:5]2[c:6](=[O:18])[nH:7][cH:8][n:9][c:10]2[cH:11][c:12]1[O:13][CH2:14][CH2:15][CH2:16][Cl:17].[CH3:30][OH:31].[CH:25]([OH:26])([CH2:27][CH3:28])[CH3:29]>>[CH3:1][O:2][c:3]1[cH:4][c:5]2[c:6](=[O:18])[nH:7][cH:8][n:9][c:10]2[cH:11][c:12]1[O:13][CH2:14][CH2:15][CH2:16][N:24]1[CH2:19][CH2:20][S:21][CH2:22][CH2:23]1. Reactants: COC(=O)C=1C=NN(C1C(F)(F)F)C (1-methyl-5-trifluoromethyl-1H-pyrazole-4-carboxylic acid methyl ester), COP(OC)(=O)C (methyl-phosphonic acid dimethyl ester). The product is COP(OC)(=O)CC(=O)C=1C=NN(C1C(F)(F)F)C ([2-(1-methyl-5-trifluoromethyl-1H-pyrazol-4-yl)-2-oxo-ethyl]-phosphonic acid dimethyl ester). As a reaction SMILES: CO[C:3]([C:5]1[CH:6]=[N:7][N:8]([CH3:14])[C:9]=1[C:10]([F:13])([F:12])[F:11])=[O:4].[CH3:15][O:16][P:17]([CH3:21])(=[O:20])[O:18][CH3:19]>>[CH3:15][O:16][P:17]([CH2:21][C:3]([C:5]1[CH:6]=[N:7][N:8]([CH3:14])[C:9]=1[C:10]([F:11])([F:12])[F:13])=[O:4])(=[O:20])[O:18][CH3:19]. Procedure details: This material was obtained in analogy to example step A] from 1-methyl-5-trifluoromethyl-1H-pyrazole-4-carboxylic acid methyl ester (3.3. g) and methyl-phosphonic acid dimethyl ester (3.934 g) to give [2-(1-methyl-5-trifluoromethyl-1H-pyrazol-4-yl)-2-oxo-ethyl]-phosphonic acid dimethyl ester (4.48 g) as a white solid. MS (ESI): 301.0 (MH+). Starting materials: CN(C1=CC(=C(C(=O)O)C(=C1)C)F)C (4-Dimethylamino-2-fluoro-6-methyl-benzoic acid), C(=O)(N1C=NC=C1)N1C=NC=C1 (carbonyldiimidazole). The solvent is C1CCOC1 (THF). Run at time 30 minute. Product: CN(C1=CC(=C(C(=O)N)C(=C1)C)F)C (4-dimethylamino-2-fluoro-6-methyl-benzamide). The yield is 78.1%. RXN SMILES: [CH3:1][N:2]([CH3:14])[C:3]1[CH:11]=[C:10]([CH3:12])[C:6]([C:7](O)=[O:8])=[C:5]([F:13])[CH:4]=1.C(N1C=CN=C1)([N:17]1C=CN=C1)=O>C1COCC1>[CH3:1][N:2]([CH3:14])[C:3]1[CH:11]=[C:10]([CH3:12])[C:6]([C:7]([NH2:17])=[O:8])=[C:5]([F:13])[CH:4]=1. Procedure: To a suspension of 4-Dimethylamino-2-fluoro-6-methyl-benzoic acid (0.896 g, 4.54 mmol) in THF (11 mL) was added carbonyldiimidazole (0.958 g, 5.91 mmol). The solution became homogeneous with bubbling. After 30 min., this solution was added to concentrated ammonium hydroxide (7 mL), and the solution became cloudy. Following removal of solvent after 1 h, the residue was taken up in H2O and filtered to give 4-dimethylamino-2-fluoro-6-methyl-benzamide as a white solid (0.696 g, 78%).